The task is: describe an organic reaction: reactants, conditions, products, and yield. This data is from the Open Reaction Database (ORD), a public repository of structured organic reaction records. Starting materials: [NH4+].[Cl-] (NH4Cl), C[Si](C)(C)[N-][Si](C)(C)C.[Li+] (lithium bis(trimethylsilyl)amide), FC=1C=C(C=NC1OC)N (5-fluoro-6-methoxypyridin-3-amine), C[Si](C)(C)[N-][Si](C)(C)C.[Li+] (Lithium bis(trimethylsilyl)amide), FC1=NC=C(C=C1C1=CC(=NC(=N1)C)N(CC1=CC=C(C=C1)OC)CC1=CC=C(C=C1)OC)[C@@H](C)N1CCN(CC1)S(=O)(=O)C (6-(2-fluoro-5-((1R)-1-(4-(methylsulfonyl)-1-piperazinyl)ethyl)-3-pyridinyl)-N,N-bis(4-methoxybenzyl)-2-methyl-4-pyrimidinamine), FC=1C=C(C=NC1OC)N (5-fluoro-6-methoxypyridin-3-amine). Run in C1CCOC1 (THF). Product: FC=1C=C(C=NC1OC)NC1=NC=C(C=C1C1=CC(=NC(=N1)C)N(CC1=CC=C(C=C1)OC)CC1=CC=C(C=C1)OC)[C@@H](C)N1CCN(CC1)S(=O)(=O)C (6-(2-((5-fluoro-6-methoxy-3-pyridinyl)amino)-5-((1R)-1-(4-(methylsulfonyl)-1-piperazinyl)ethyl)-3-pyridinyl)-N,N-bis(4-methoxybenzyl)-2-methyl-4-pyrimidinamine). Isolated yield 56.2%. Reaction SMILES: C[Si]([N-][Si](C)(C)C)(C)C.[Li+].F[C:12]1[C:17]([C:18]2[N:23]=[C:22]([CH3:24])[N:21]=[C:20]([N:25]([CH2:35][C:36]3[CH:41]=[CH:40][C:39]([O:42][CH3:43])=[CH:38][CH:37]=3)[CH2:26][C:27]3[CH:32]=[CH:31][C:30]([O:33][CH3:34])=[CH:29][CH:28]=3)[CH:19]=2)=[CH:16][C:15]([C@H:44]([N:46]2[CH2:51][CH2:50][N:49]([S:52]([CH3:55])(=[O:54])=[O:53])[CH2:48][CH2:47]2)[CH3:45])=[CH:14][N:13]=1.[F:56][C:57]1[CH:58]=[C:59]([NH2:65])[CH:60]=[N:61][C:62]=1[O:63][CH3:64].[NH4+].[Cl-]>C1COCC1>[F:56][C:57]1[CH:58]=[C:59]([NH:65][C:12]2[C:17]([C:18]3[N:23]=[C:22]([CH3:24])[N:21]=[C:20]([N:25]([CH2:35][C:36]4[CH:41]=[CH:40][C:39]([O:42][CH3:43])=[CH:38][CH:37]=4)[CH2:26][C:27]4[CH:32]=[CH:31][C:30]([O:33][CH3:34])=[CH:29][CH:28]=4)[CH:19]=3)=[CH:16][C:15]([C@H:44]([N:46]3[CH2:47][CH2:48][N:49]([S:52]([CH3:55])(=[O:53])=[O:54])[CH2:50][CH2:51]3)[CH3:45])=[CH:14][N:13]=2)[CH:60]=[N:61][C:62]=1[O:63][CH3:64] |f:0.1,4.5|. Procedure details: Lithium bis(trimethylsilyl)amide (1.0 M solution in THF) (1.42 mL, 1.42 mmol) was added to a solution of 6-(2-fluoro-5-((1R)-1-(4-(methylsulfonyl)-1-piperazinyl)ethyl)-3-pyridinyl)-N,N-bis(4-methoxybenzyl)-2-methyl-4-pyrimidinamine (0.300 g, 0.47 mmol) and 5-fluoro-6-methoxypyridin-3-amine (Anichem, Inc. North Brunswick, N.J.) (0.101 g, 0.71 mmol) in THF (1.5 mL) at −10° C. More lithium bis(trimethylsilyl)amide (1.0 M solution in THF) (1.42 mL, 1.42 mmol) and 5-fluoro-6-methoxypyridin-3-amine (0...